From a dataset of the Open Reaction Database (ORD), a public repository of structured organic reaction records. describe an organic reaction: reactants, conditions, products, and yield Reactants: C1(CCC1)N (cyclobutylamine), ClC1=CC=2C3=C(N(C2C=C1)C=C(C)C1=CC=NC=C1)CCN(C3)C (8-Chloro-2-methyl-5-(2-pyridin-4-yl-propenyl)-2,3,4,5-tetrahydro-1H-pyrido[4,3-b]indole), CC(C)([O-])C.[Na+] (sodium tertbutoxide), 2-di-tertbutylphosphino-2′-4′-6′-triisopropylbiphenyl. The reagents and catalysts are C(C)(=O)[O-].[Pd+2].C(C)(=O)[O-] (palladium acetate). Conditions: temperature 100 celsius. Yields the product C1(CCC1)NC1=CC=2C3=C(N(C2C=C1)\C=C(/C)\C1=CC=NC=C1)CCN(C3)C ((E)-N-cyclobutyl-2-methyl-5-(2-(pyridin-4-yl)prop-1-enyl)-2,3,4,5-tetrahydro-1H-pyrido[4,3-b]indol-8-amine). The yield is 37.3%. As a reaction SMILES: Cl[C:2]1[CH:10]=[CH:9][C:8]2[N:7]([CH:11]=[C:12]([C:14]3[CH:19]=[CH:18][N:17]=[CH:16][CH:15]=3)[CH3:13])[C:6]3[CH2:20][CH2:21][N:22]([CH3:24])[CH2:23][C:5]=3[C:4]=2[CH:3]=1.CC(C)([O-])C.[Na+].[CH:31]1([NH2:35])[CH2:34][CH2:33][CH2:32]1>C([O-])(=O)C.[Pd+2].C([O-])(=O)C>[CH:31]1([NH:35][C:2]2[CH:10]=[CH:9][C:8]3[N:7](/[CH:11]=[C:12](/[C:14]4[CH:19]=[CH:18][N:17]=[CH:16][CH:15]=4)\[CH3:13])[C:6]4[CH2:20][CH2:21][N:22]([CH3:24])[CH2:23][C:5]=4[C:4]=3[CH:3]=2)[CH2:34][CH2:33][CH2:32]1 |f:1.2,4.5.6|. Reported procedure: 8-Chloro-2-methyl-5-(2-pyridin-4-yl-propenyl)-2,3,4,5-tetrahydro-1H-pyrido[4,3-b]indole (0.100 g, 0.245 mmol), sodium tertbutoxide (0.283 g, 2.948 mmol), palladium acetate (0.010 g, 0.049 mmol) and 2-di-tertbutylphosphino-2′-4′-6′-triisopropylbiphenyl (0.031 g, 0.0735 mmol) were charged in a reaction bottle which was evacuated and back filled with nitrogen for 5 min. Dry toluene (2 mL) was added under nitrogen atmosphere. Finally, cyclobutylamine (24.3 mg, 0.343 mmol) was added to the reaction m...